This data is from the Open Reaction Database (ORD), a public repository of structured organic reaction records. The task is: describe an organic reaction: reactants, conditions, products, and yield Procedure: The fermentation broth is separated from the biomass in conventional manner, e.g. by filtration or centrifugation, and the filtrate is extracted with a water-immiscible, or substantially water-immiscible, solvent, e.g. methylene chloride, chloroform or, preferably, ethyl acetate. The organic phase is evaporated under vacuum, affording a crude extract. This crude extract is partitioned in a two-phase system consisting of two immiscible organic solvents, e.g. methanol/heptane, and the fermentation... The reactants are C[C@H]1[C@H]2C/C=C/[C@H]3[C@@H]([C@H]4C[C@@H](O3)[C@H](O4)/C=C/C=C\C=C/C(=O)O[C@H]5C=C[C@H](C/C=C/CC/C=C/[C@@H]([C@@H]([C@H](O2)C[C@@H]1O)O)O)O[C@H]5/C(=C/[C@H](C)CCCCC(=O)O)/C)C (sorangicin A), C[C@H]1[C@H]2C/C=C/[C@H]3[C@@H]([C@H]4C[C@@H](O3)[C@H](O4)/C=C/C=C/C=C\C(=O)O[C@H]5C=C[C@H](C/C=C/CC/C=C/[C@@H]([C@H]([C@H](O2)C[C@@H]1O)O)O[C@H]6[C@@H]([C@H]([C@@H]([C@H](O6)CO)O)O)O)O[C@H]5/C(=C/[C@H](C)CCCCC(=O)O)/C)C (sorangioside A). The product is C[C@H]1[C@H]2C/C=C/[C@H]3[C@@H]([C@H]4C[C@@H](O3)[C@H](O4)/C=C/C=C/C=C\C(=O)O[C@H]5C=C[C@H](C/C=C/CC/C=C/[C@@H]([C@H]([C@H](O2)C[C@@H]1O)O)O[C@H]6[C@@H]([C@H]([C@@H]([C@H](O6)CO)O)O)O)O[C@H]5/C(=C/[C@H](C)CCCCC(=O)O)/C)C (sorangioside A), CC1C2C/C=C/C3C(C4CC(O3)C(O4)/C=C\C=C/C=C\C(=O)OC5C=CC(C/C=C/CC/C=C/C(CC(O2)CC1O)O)OC5/C(=C/C(C)CCCCC(=O)O)/C)C (sorangicin B), C[C@H]1[C@H]2C/C=C/[C@H]3[C@@H]([C@H]4C[C@@H](O3)[C@H](O4)/C=C/C=C\C=C/C(=O)O[C@H]5C=C[C@H](C/C=C/CC/C=C/[C@@H]([C@@H]([C@H](O2)C[C@@H]1O)O)O)O[C@H]5/C(=C/[C@H](C)CCCCC(=O)O)/C)C (sorangicin A). RXN SMILES: [CH3:1][C@@H:2]1[C@@H:40]([OH:41])[CH2:39][C@H:37]2[O:38][C@@H:3]1[CH2:4][CH:5]=[CH:6][C@@H:7]1[O:12][C@H:11]3[C@@H:13]([CH:15]=[CH:16][CH:17]=[CH:18][CH:19]=[CH:20][C:21]([O:23][C@@H:24]4[C@H:56](/[C:57](/[CH3:68])=[CH:58]/[C@@H:59]([CH2:61][CH2:62][CH2:63][CH2:64][C:65]([OH:67])=[O:66])[CH3:60])[O:55][C@@H:27]([CH2:28][CH:29]=[CH:30][CH2:31][CH2:32][CH:33]=[CH:34][C@H:35]([O:43][C@@H:44]5[O:49][C@H:48]([CH2:50][OH:51])[C@@H:47]([OH:52])[C@H:46]([OH:53])[C@H:45]5[OH:54])[C@H:36]2[OH:42])[CH:26]=[CH:25]4)=[O:22])[O:14][C@H:9]([CH2:10]3)[C@H:8]1[CH3:69].[CH3:70][C@@H:71]1[C@@H:109]([OH:110])[CH2:108][C@H:106]2[O:107][C@@H:72]1[CH2:73][CH:74]=[CH:75][C@@H:76]1[O:81][C@H:80]3[C@@H:82]([CH:84]=[CH:85][CH:86]=[CH:87][CH:88]=[CH:89][C:90]([O:92][C@@H:93]4[C@H:114](/[C:115](/[CH3:126])=[CH:116]/[C@@H:117]([CH2:119][CH2:120][CH2:121][CH2:122][C:123]([OH:125])=[O:124])[CH3:118])[O:113][C@@H:96]([CH2:97][CH:98]=[CH:99][CH2:100][CH2:101][CH:102]=[CH:103][C@H:104]([OH:112])[C@@H:105]2[OH:111])[CH:95]=[CH:94]4)=[O:91])[O:83][C@H:78]([CH2:79]3)[C@H:77]1[CH3:127]>>[CH3:1][C@@H:2]1[C@@H:40]([OH:41])[CH2:39][C@H:37]2[O:38][C@@H:3]1[CH2:4][CH:5]=[CH:6][C@@H:7]1[O:12][C@H:11]3[C@@H:13]([CH:15]=[CH:16][CH:17]=[CH:18][CH:19]=[CH:20][C:21]([O:23][C@@H:24]4[C@H:56](/[C:57](/[CH3:68])=[CH:58]/[C@@H:59]([CH2:61][CH2:62][CH2:63][CH2:64][C:65]([OH:67])=[O:66])[CH3:60])[O:55][C@@H:27]([CH2:28][CH:29]=[CH:30][CH2:31][CH2:32][CH:33]=[CH:34][C@H:35]([O:43][C@@H:44]5[O:49][C@H:48]([CH2:50][OH:51])[C@@H:47]([OH:52])[C@H:46]([OH:53])[C@H:45]5[OH:54])[C@H:36]2[OH:42])[CH:26]=[CH:25]4)=[O:22])[O:14][C@H:9]([CH2:10]3)[C@H:8]1[CH3:69].[CH3:70][CH:71]1[CH:109]([OH:110])[CH2:108][CH:106]2[O:107][CH:72]1[CH2:73][CH:74]=[CH:75][CH:76]1[O:81][CH:80]3[CH:82]([CH:84]=[CH:85][CH:86]=[CH:87][CH:88]=[CH:89][C:90]([O:92][CH:93]4[CH:114](/[C:115](/[CH3:126])=[CH:116]/[CH:117]([CH2:119][CH2:120][CH2:121][CH2:122][C:123]([OH:125])=[O:124])[CH3:118])[O:113][CH:96]([CH2:97][CH:98]=[CH:99][CH2:100][CH2:101][CH:102]=[CH:103][CH:104]([OH:112])[CH2:105]2)[CH:95]=[CH:94]4)=[O:91])[O:83][CH:78]([CH2:79]3)[CH:77]1[CH3:127].[CH3:70][C@@H:71]1[C@@H:109]([OH:110])[CH2:108][C@H:106]2[O:107][C@@H:72]1[CH2:73][CH:74]=[CH:75][C@@H:76]1[O:81][C@H:80]3[C@@H:82]([CH:84]=[CH:85][CH:86]=[CH:87][CH:88]=[CH:89][C:90]([O:92][C@@H:93]4[C@H:114](/[C:115](/[CH3:126])=[CH:116]/[C@@H:117]([CH2:119][CH2:120][CH2:121][CH2:122][C:123]([OH:125])=[O:124])[CH3:118])[O:113][C@@H:96]([CH2:97][CH:98]=[CH:99][CH2:100][CH2:101][CH:102]=[CH:103][C@H:104]([OH:112])[C@@H:105]2[OH:111])[CH:95]=[CH:94]4)=[O:91])[O:83][C@H:78]([CH2:79]3)[C@H:77]1[CH3:127]. The reactants are Cl.C(C1=CC=CC=C1)OC=1C=C(C=CC1)NN (3-benzyloxyphenylhydrazine hydrochloride), C(C=C)#N (acrylonitrile). Solvent: [O-]CC.[Na+] (sodium ethoxide). The product is NC1=NN(CC1)C1=CC(=CC=C1)OCC1=CC=CC=C1 (3-Amino-1-(3-benzyloxyphenyl)-2-pyrazoline). The yield is 18.8%. Reaction SMILES: Cl.[CH2:2]([O:9][C:10]1[CH:11]=[C:12]([NH:16][NH2:17])[CH:13]=[CH:14][CH:15]=1)[C:3]1[CH:8]=[CH:7][CH:6]=[CH:5][CH:4]=1.[C:18](#[N:21])[CH:19]=[CH2:20]>[O-]CC.[Na+]>[NH2:21][C:18]1[CH2:19][CH2:20][N:16]([C:12]2[CH:13]=[CH:14][CH:15]=[C:10]([O:9][CH2:2][C:3]3[CH:4]=[CH:5][CH:6]=[CH:7][CH:8]=3)[CH:11]=2)[N:17]=1 |f:0.1,3.4|. Procedure details: To an ethanolic sodium ethoxide solution (prepared from 0.29 g of sodium and 20 mL of ethanol) was added 2 g of 3-benzyloxyphenylhydrazine hydrochloride and 0.51 g of acrylonitrile. The reaction mixture was refluxed for 5 h and then cooled to room temperature. Solvent was removed in vacuo, residue washed well with water and ether to give 0.4 g of solid. Recrystallization from CH2C12 -Hexane gave 0.3 g of pure product: mp 135°-136° C. Reactants: C(CCC)[Li] (n-Butyl lithium), FC=1C=CC=C2C(C(N(C12)CC1=CC(=CC=C1)F)=O)(C)C (7-fluoro-1-(3-fluorobenzyl)-3,3-dimethyl-1,3-dihydro-2H-indol-2-one), BrCCO[Si](C)(C)C(C)(C)C ((2-Bromoethoxy)-tert-butyldimethylsilane). Run in O1CCCC1 (tetrahydrofuran). Reaction conditions: temperature 25 celsius, time 16 hour. Product: [Si](C)(C)(C(C)(C)C)OCCC(C1=CC(=CC=C1)F)N1C(C(C2=CC=CC(=C12)F)(C)C)=O (1-[3-{[tert-butyl(dimethyl)silyl]oxy}-1-(3-fluorophenyl)propyl]-7-fluoro-3,3-dimethyl-1,3-dihydro-2H-indol-2-one). Isolated yield 51.3%. RXN SMILES: [F:1][C:2]1[CH:3]=[CH:4][CH:5]=[C:6]2[C:10]=1[N:9]([CH2:11][C:12]1[CH:17]=[CH:16][CH:15]=[C:14]([F:18])[CH:13]=1)[C:8](=[O:19])[C:7]2([CH3:21])[CH3:20].C([Li])CCC.Br[CH2:28][CH2:29][O:30][Si:31]([C:34]([CH3:37])([CH3:36])[CH3:35])([CH3:33])[CH3:32]>O1CCCC1>[Si:31]([O:30][CH2:29][CH2:28][CH:11]([N:9]1[C:10]2[C:6](=[CH:5][CH:4]=[CH:3][C:2]=2[F:1])[C:7]([CH3:21])([CH3:20])[C:8]1=[O:19])[C:12]1[CH:17]=[CH:16][CH:15]=[C:14]([F:18])[CH:13]=1)([C:34]([CH3:37])([CH3:36])[CH3:35])([CH3:33])[CH3:32]. Procedure: 7-fluoro-1-(3-fluorobenzyl)-3,3-dimethyl-1,3-dihydro-2H-indol-2-one (1.01 g, 3.5 mmol) was dissolved in tetrahydrofuran and cooled to −78° C. n-Butyl lithium (2.5 M in hexane, 1.55 mL, 3.97 mmol) was added dropwise and the mixture was warmed to 0° C. (2-Bromoethoxy)-tert-butyldimethylsilane (1.14 mL, 5.25 mmol) was added and the mixture was allowed to warm to 25° C. The mixture was stirred for 16 hours then quenched with saturated aqueous ammonium chloride, diluted with ether, washed with water,... Reactants: C(C)(=O)OC(C=1OC(=CC1)[N+](=O)[O-])OC(C)=O (2-(Diacetoxymethyl)-5-nitro-furane), OS(=O)(=O)O (H2SO4). Run in O (water). Product: [N+](=O)([O-])C1=CC=C(CO)O1 (5-nitro-furfurol). RXN SMILES: C([O:4][CH:5](OC(=O)C)[C:6]1[O:7][C:8]([N+:11]([O-:13])=[O:12])=[CH:9][CH:10]=1)(=O)C.OS(O)(=O)=O>O>[N+:11]([C:8]1[O:7][C:6]([CH2:5][OH:4])=[CH:10][CH:9]=1)([O-:13])=[O:12]. Procedure details: 2-(Diacetoxymethyl)-5-nitro-furane (48.6 pts. by wt.) are boiled in a mixture of water (216 pts. by vol.) and concentrated H2SO4 (108 pts. by wt.) for 15 minutes under N2, the mixture is then cooled and the 5-nitro-furfurol formed is taken up in ether and, after removing the ether, dissolved in 100 pts. by vol. of methanol. A solution of 1-amino-2-oxo-imidazolidine hydrochloride (27.5 pts. by wt.) in water (100 pts. by vol.) is added to this solution. After 4.5 hrs., the product which has separa...